Dataset: the Open Reaction Database (ORD), a public repository of structured organic reaction records. Task: describe an organic reaction: reactants, conditions, products, and yield The reactants are BrC=1C=C2C=3CCCC(C3NC2=CC1)N (6-bromo-2,3,4,9-tetrahydro-1H-carbazol-1-amine), ClC1=C(C(=O)Cl)C=CC=C1 (2-chlorobenzoyl chloride). The product is BrC=1C=C2C=3CCCC(C3NC2=CC1)NC(C1=C(C=CC=C1)Cl)=O (N-(6-Bromo-2,3,4,9-tetrahydro-1H-carbazol-1-yl)-2-chlorobenzamide), solid. Yield: 30.0%. Reaction SMILES: [Br:1][C:2]1[CH:3]=[C:4]2[C:12](=[CH:13][CH:14]=1)[NH:11][C:10]1[CH:9]([NH2:15])[CH2:8][CH2:7][CH2:6][C:5]2=1.[Cl:16][C:17]1[CH:25]=[CH:24][CH:23]=[CH:22][C:18]=1[C:19](Cl)=[O:20]>>[Br:1][C:2]1[CH:3]=[C:4]2[C:12](=[CH:13][CH:14]=1)[NH:11][C:10]1[CH:9]([NH:15][C:19](=[O:20])[C:18]3[CH:22]=[CH:23][CH:24]=[CH:25][C:17]=3[Cl:16])[CH2:8][CH2:7][CH2:6][C:5]2=1. Procedure details: N-(6-Bromo-2,3,4,9-tetrahydro-1H-carbazol-1-yl)-2-chlorobenzamide was prepared from 6-bromo-2,3,4,9-tetrahydro-1H-carbazol-1-amine and 2-chlorobenzoyl chloride in a similar manner as described above to give a white solid (30% yield). 1H-NMR (DMSO-d6): δ 10.98 (s, 1H), 8.89 (d, 1H), 7.54 (dd, 2H), 7.48-7.44 (m, 1H), 7.42 (dd, 1H), 7.40-7.34 (m, 1H), 7.28 (d, 1H), 7.13 (dd, 1H), 5.26 (m, 1H), 2.60 (m, 2H), 2.08-1.91 (m, 2H), 1.90-1.73 (m, 2H); MS m/z 403 (M−1). Reactants: Cl[C@@]1(CS[C@H]2N([C@H]1C(=O)O)C([C@H]2NC(C(NC(=O)OC(C)(C)C)C2=CC=CC=C2)=O)=O)C (3β-chloro-3α-methyl-7β-(α-tert. -butoxycarbonylaminophenylacetamido)cepham-4α-carboxylic acid), C1(=CC=CC=C1)C(=[N+]=[N-])C1=CC=CC=C1 (diphenyldiazomethane). Solvent: C(Cl)Cl (methylene chloride), C(Cl)Cl (methylene chloride). Yields the product Cl[C@@]1(CS[C@H]2N([C@H]1C(=O)OC(C1=CC=CC=C1)C1=CC=CC=C1)C([C@H]2NC(CC2=CC=CC=C2)=O)=O)C (benzhydryl 3β-chloro-3α-methyl-7β-phenylacetamidocepham-4α-carboxylate). The yield is 96.0%. RXN SMILES: [Cl:1][C@@:2]1([CH3:32])[C@H:7]([C:8]([OH:10])=[O:9])[N:6]2[C:11](=[O:31])[C@@H:12]([NH:13][C:14](=[O:30])[CH:15]([C:24]3[CH:29]=[CH:28][CH:27]=[CH:26][CH:25]=3)NC(OC(C)(C)C)=O)[C@H:5]2[S:4][CH2:3]1.[C:33]1([C:39]([C:42]2[CH:47]=[CH:46][CH:45]=[CH:44][CH:43]=2)=[N+]=[N-])[CH:38]=[CH:37][CH:36]=[CH:35][CH:34]=1>C(Cl)Cl>[Cl:1][C@@:2]1([CH3:32])[C@H:7]([C:8]([O:10][CH:39]([C:33]2[CH:38]=[CH:37][CH:36]=[CH:35][CH:34]=2)[C:42]2[CH:47]=[CH:46][CH:45]=[CH:44][CH:43]=2)=[O:9])[N:6]2[C:11](=[O:31])[C@@H:12]([NH:13][C:14](=[O:30])[CH2:15][C:24]3[CH:29]=[CH:28][CH:27]=[CH:26][CH:25]=3)[C@H:5]2[S:4][CH2:3]1. Reported procedure: To a solution of 3β-chloro-3α-methyl-7β-(α-tert. -butoxycarbonylaminophenylacetamido)cepham-4α-carboxylic acid (0.9 g) in methylene chloride (20 ml), is added a solution of diphenyldiazomethane in methylene chloride until the red color or the reaction solution does not disappear. The reaction mixture is evaporated to remove the solvent, leaving a residue of benzhydryl 3β-chloro-3α-methyl-7β-phenylacetamidocepham-4α-carboxylate (1.17 g). Yield: 96%. Reactants: ice water, O=C1CSC2=C(N1)C=CC(=C2)C(C(CC(=O)O)C)=O (4-(3,4-Dihydro-3-oxo-1,4[2H]-benzothiazin-7-yl)-3-methyl-4-oxobutyric acid), CN(C=O)C (dimethylformamide), CI (methyl iodide), [H-].[Na+] (sodium hydride). Reaction conditions: time 30 minute. The product is CN1C(CSC2=C1C=CC(=C2)C(C(CC(=O)OC)C)=O)=O (Methyl 4-(3,4-dihydro-4-methyl-3-oxo-1,4[2H]-benzothiazin-7-yl)-3-methyl-4-oxobutyrate). Reaction SMILES: O=C1NC2[CH:8]=[CH:9][C:10]([C:12](=[O:19])[CH:13]([CH3:18])[CH2:14][C:15]([OH:17])=[O:16])=[CH:11][C:5]=2[S:4][CH2:3]1.[H-].[Na+].[CH3:22]I.[CH3:24][N:25]([CH3:28])[CH:26]=[O:27]>>[CH3:24][N:25]1[C:28]2[CH:8]=[CH:9][C:10]([C:12](=[O:19])[CH:13]([CH3:18])[CH2:14][C:15]([O:17][CH3:22])=[O:16])=[CH:11][C:5]=2[S:4][CH2:3][C:26]1=[O:27] |f:1.2|. Procedure details: 4-(3,4-Dihydro-3-oxo-1,4[2H]-benzothiazin-7-yl)-3-methyl-4-oxobutyric acid (1.7 g) was dissolved in 50 ml of dimethylformamide and 0.23 g of 60% sodium hydride was added. After 30 minutes, 0.7 ml of methyl iodide was added and the mixture stirred at room temperature for three hours, then poured into 100 ml of ice water and extracted with ethyl acetate. The organic layer was washed with brine and dried over sodium sulfate and evaporated. The residue was chromatographed on a silica gel column elut...